Dataset: the Open Reaction Database (ORD), a public repository of structured organic reaction records. Task: describe an organic reaction: reactants, conditions, products, and yield The reactants are C(C)(C)(C)OC(C(C)(C)SC=1SC=C(N1)CCN(CCCCCCC)C1=NC=C(C=C1Cl)C(=O)OC)=O (2-[(4-{2-[(3-chloro-5-methoxycarbonylpyridin-2-yl)(heptyl)amino]ethyl}-1,3-thiazol-2-yl)thio]-2-methylpropionic acid tert-butyl ester), [OH-].[Na+] (sodium hydroxide). The solvent is C(C)O (ethanol). Conditions: time 12 hour. The product is C(C)(C)(C)OC(C(C)(C)SC=1SC=C(N1)CCN(CCCCCCC)C1=NC=C(C=C1Cl)C(=O)O)=O (2-[(4-{2-[(5-carboxy-3-chloropyridin-2-yl)(heptyl)amino]ethyl}-1,3-thiazol-2-yl)thio]-2-methylpropionic acid tert-butyl ester). The yield is 102.5%. Reaction SMILES: [C:1]([O:5][C:6](=[O:37])[C:7]([S:10][C:11]1[S:12][CH:13]=[C:14]([CH2:16][CH2:17][N:18]([C:26]2[C:31]([Cl:32])=[CH:30][C:29]([C:33]([O:35]C)=[O:34])=[CH:28][N:27]=2)[CH2:19][CH2:20][CH2:21][CH2:22][CH2:23][CH2:24][CH3:25])[N:15]=1)([CH3:9])[CH3:8])([CH3:4])([CH3:3])[CH3:2].[OH-].[Na+]>C(O)C>[C:1]([O:5][C:6](=[O:37])[C:7]([S:10][C:11]1[S:12][CH:13]=[C:14]([CH2:16][CH2:17][N:18]([C:26]2[C:31]([Cl:32])=[CH:30][C:29]([C:33]([OH:35])=[O:34])=[CH:28][N:27]=2)[CH2:19][CH2:20][CH2:21][CH2:22][CH2:23][CH2:24][CH3:25])[N:15]=1)([CH3:8])[CH3:9])([CH3:2])([CH3:3])[CH3:4] |f:1.2|. Procedure details: 2-[(4-{2-[[3-Chloro-5-(methoxycarbonyl)pyridin-2-yl](heptyl)amino]ethyl}-1,3-thiazol-2-yl)thio]-2-methylpropionic acid tert-butyl ester (2.50 g) obtained in Example 281-1 was dissolved in ethanol (25 mL), 1N aqueous sodium hydroxide solution (5 mL) was added, and the mixture was left standing for 12 hr. The reaction mixture was concentrated, water was added thereto, and the mixture was extracted with ethyl acetate. The organic layer was washed with saturated brine and dried over anhydrous sodium... Reactants: [N+](=O)([O-])C=1C(=C(C(=O)OCC)C=CC1)N (ethyl 3-nitro-2-aminobenzoate), C(C1=CC=NC=C1)(=O)Cl (isonicotinoyl chloride). The solvent is C(C)(=O)OCC (ethyl acetate), C(O)([O-])=O.[Na+] (sodium hydrogen carbonate), CN(C1=CC=CC=C1)C (N,N-dimethylaniline). Yields the product [N+](=O)([O-])C=1C(=C(C(=O)OCC)C=CC1)NC(=O)C1=CC=NC=C1 (ethyl 3-nitro-2-(4-pyridyl)carbonylaminobenzoate). The yield is 19.0%. Reaction SMILES: [N+:1]([C:4]1[C:5]([NH2:15])=[C:6]([CH:12]=[CH:13][CH:14]=1)[C:7]([O:9][CH2:10][CH3:11])=[O:8])([O-:3])=[O:2].[C:16](Cl)(=[O:23])[C:17]1[CH:22]=[CH:21][N:20]=[CH:19][CH:18]=1>CN(C)C1C=CC=CC=1.C(OCC)(=O)C.C(=O)([O-])O.[Na+]>[N+:1]([C:4]1[C:5]([NH:15][C:16]([C:17]2[CH:22]=[CH:21][N:20]=[CH:19][CH:18]=2)=[O:23])=[C:6]([CH:12]=[CH:13][CH:14]=1)[C:7]([O:9][CH2:10][CH3:11])=[O:8])([O-:3])=[O:2] |f:4.5|. Procedure: To a solution of ethyl 3-nitro-2-aminobenzoate (700 mg) in N,N-dimethylaniline (7 ml) was added dropwise isonicotinoyl chloride (2.96 g) at 120° C. for 3 hours. After cooling, the reaction mixture was diluted with ethyl acetate and saturated sodium hydrogen carbonate aqueous solution. The organic layer was separated and washed with brine. The solution was dried over magnesium sulfate and concentrated in vacuo. The residue was purified by silica gel column chromatography (n-hexane:ethyl acetate=9...